Dataset: the Open Reaction Database (ORD), a public repository of structured organic reaction records. Task: describe an organic reaction: reactants, conditions, products, and yield The reactants are CC(C)(C)OC(=O)NC1CCCCCC=CC2CC2(C(=O)O)NC(=O)C2CC(O[Si](C)(C)C(C)(C)C)CN2C1=O, O=C(n1ccnc1)n1ccnc1, C1CCC2=NCCCN2CC1, C1CCOC1, NS(=O)(=O)C1CC1. The product is CC(C)(C)OC(=O)NC1CCCCCC=CC2CC2(C(=O)NS(=O)(=O)C2CC2)NC(=O)C2CC(O[Si](C)(C)C(C)(C)C)CN2C1=O. RXN SMILES: [C:1]([CH3:2])([CH3:3])([CH3:4])[O:5][C:6](=[O:7])[NH:8][CH:9]1[CH2:10][CH2:11][CH2:12][CH2:13][CH2:14][CH:15]=[CH:16][CH:17]2[CH2:18][C:19]2([C:38](=[O:39])[OH:40])[NH:20][C:21](=[O:37])[CH:22]2[CH2:23][CH:24]([O:29][Si:30]([CH3:31])([CH3:32])[C:33]([CH3:34])([CH3:35])[CH3:36])[CH2:25][N:26]2[C:27]1=[O:28].[C:41]([n:42]1[cH:43][cH:44][n:45][cH:46]1)([n:47]1[cH:48][cH:49][n:50][cH:51]1)=[O:52].[CH2:60]1[CH2:61][CH2:62][C:63]2=[N:68][CH2:67][CH2:66][CH2:65][N:64]2[CH2:69][CH2:70]1.[CH2:71]1[O:72][CH2:73][CH2:74][CH2:75]1.[CH:53]1([S:56](=[O:57])(=[O:58])[NH2:59])[CH2:54][CH2:55]1>>[C:1]([CH3:2])([CH3:3])([CH3:4])[O:5][C:6](=[O:7])[NH:8][CH:9]1[CH2:10][CH2:11][CH2:12][CH2:13][CH2:14][CH:15]=[CH:16][CH:17]2[CH2:18][C:19]2([C:38](=[O:40])[NH:59][S:56]([CH:53]2[CH2:54][CH2:55]2)(=[O:57])=[O:58])[NH:20][C:21](=[O:37])[CH:22]2[CH2:23][CH:24]([O:29][Si:30]([CH3:31])([CH3:32])[C:33]([CH3:34])([CH3:35])[CH3:36])[CH2:25][N:26]2[C:27]1=[O:28]. Reactants: C(C)OC(C1=C(N=C(C(=C1NCCCC)[N+](=O)[O-])N)C)=O (6-amino-4-butylamino-2-methyl-5-nitronicotinic acid ethyl ester). The reagents and catalysts are [Zn] (Zinc). The solvent is C(C)(=O)O (acetic acid). Conditions: time 10 minute. Product: C(C)OC(C1=C(N=C(C(=C1NCCCC)N)N)C)=O (5,6-Diamino-4-butylamino-2-methylnicotinic acid ethyl ester). RXN SMILES: [CH2:1]([O:3][C:4](=[O:21])[C:5]1[C:10]([NH:11][CH2:12][CH2:13][CH2:14][CH3:15])=[C:9]([N+:16]([O-])=O)[C:8]([NH2:19])=[N:7][C:6]=1[CH3:20])[CH3:2]>[Zn].C(O)(=O)C>[CH2:1]([O:3][C:4](=[O:21])[C:5]1[C:10]([NH:11][CH2:12][CH2:13][CH2:14][CH3:15])=[C:9]([NH2:16])[C:8]([NH2:19])=[N:7][C:6]=1[CH3:20])[CH3:2]. Procedure: 29.6 g. of 6-amino-4-butylamino-2-methyl-5-nitronicotinic acid ethyl ester (0.1 mol.) are dissolved in 150 ml. of acetic acid. The solution is heated at reflux temperature. Zinc is added carefully until the mixture is colorless (about 20 g.). Heating is continued for an additional 10 minutes. The mixture is then evaporated to dryness and about 100 ml. of water are added. The solution is neutralized with dilute aqueous ammonia and extracted three times with 100 ml. portions of ether. The ether ex... Starting materials: FC(C(=O)O)(F)F.C(C)S(=O)(=O)N1CCC(CC1)C1=CNC2=C(C=C(C=C12)C=1N=C(SC1)CNCC(C)C)C(=O)N (3-[1-(ethylsulfonyl)-4-piperidinyl]-5-(2-{[(2-methylpropyl)amino]methyl}-1,3-thiazol-4-yl)-1H-indole-7-carboxamide trifluoroacetate), CC(CN)C (2-methyl-1-propanamine). The product is C(C)S(=O)(=O)N1CCC(CC1)C1=CNC2=C(C=C(C=C12)C=1N=C(SC1)CN1CCCC1)C(=O)N (3-[1-(ethylsulfonyl)-4-piperidinyl]-5-[2-(1-pyrrolidinylmethyl)-1,3-thiazol-4-yl]-1H-indole-7-carboxamide). Isolated yield 50.0%. RXN SMILES: F[C:2](F)(F)C(O)=O.[CH2:8]([S:10]([N:13]1[CH2:18][CH2:17][CH:16]([C:19]2[C:27]3[C:22](=[C:23]([C:39]([NH2:41])=[O:40])[CH:24]=[C:25]([C:28]4[N:29]=[C:30]([CH2:33][NH:34][CH2:35][CH:36](C)[CH3:37])[S:31][CH:32]=4)[CH:26]=3)[NH:21][CH:20]=2)[CH2:15][CH2:14]1)(=[O:12])=[O:11])[CH3:9].CC(C)CN>>[CH2:8]([S:10]([N:13]1[CH2:18][CH2:17][CH:16]([C:19]2[C:27]3[C:22](=[C:23]([C:39]([NH2:41])=[O:40])[CH:24]=[C:25]([C:28]4[N:29]=[C:30]([CH2:33][N:34]5[CH2:2][CH2:37][CH2:36][CH2:35]5)[S:31][CH:32]=4)[CH:26]=3)[NH:21][CH:20]=2)[CH2:15][CH2:14]1)(=[O:11])=[O:12])[CH3:9] |f:0.1|. Reported procedure: The title compound was prepared according to the general procedure of 3-[1-(ethylsulfonyl)-4-piperidinyl]-5-(2-{[(2-methylpropyl)amino]methyl}-1,3-thiazol-4-yl)-1H-indole-7-carboxamide trifluoroacetate, substituting pyrrolidine (74 mg, 0.3 mmol) for 2-methyl-1-propanamine to afford 6.3 mg of the title compound (50%) Reactants: N[C@@H](C(C)C)C(=O)OCC=1N(C2=C(C(=NC=3C=CC=CC23)N)N1)CCCCNS(=O)(=O)C ((4-amino-1-{4-{(methylsulfonyl)amino]butyl}-1H-imidazo[4,5-c]quinolin-2-yl)methyl L-valinate), NC1=NC=2C=CC=CC2C2=C1N=C(N2CC(C)(O)C)CO (1-(4-amino-2-hydroxymethyl-1H-imidazo[4,5-c]quinolin-1-yl)-2-methylpropan-2-ol), NC1=NC=2C=CC=CC2C2=C1N=C(N2CCCCNS(=O)(=O)C)CO (N-[4-(4-amino-2-hydroxymethyl-1H-imidazo[4,5-c]quinolin-1-yl)butyl]methanesulfonamide). The product is N[C@@H](C(C)C)C(=O)OCC=1N(C2=C(C(=NC=3C=CC=CC23)N)N1)CC(C)(C)O ([4-Amino-1-(2-hydroxy-2-methylpropyl)-1H-imidazo[4,5-c]quinolin-2-yl]methyl L-valinate). Reaction SMILES: [NH2:1][C@H:2]([C:6](OCC1N(CCCCNS(C)(=O)=O)C2C3C=CC=CC=3N=C(N)C=2N=1)=[O:7])[CH:3]([CH3:5])[CH3:4].[NH2:33][C:34]1[C:43]2[N:44]=[C:45]([CH2:52][OH:53])[N:46]([CH2:47][C:48]([CH3:51])([OH:50])[CH3:49])[C:42]=2[C:41]2[CH:40]=[CH:39][CH:38]=[CH:37][C:36]=2[N:35]=1.NC1C2N=C(CO)N(CCCCNS(C)(=O)=O)C=2C2C=CC=CC=2N=1>>[NH2:1][C@H:2]([C:6]([O:53][CH2:52][C:45]1[N:46]([CH2:47][C:48]([OH:50])([CH3:49])[CH3:51])[C:42]2[C:41]3[CH:40]=[CH:39][CH:38]=[CH:37][C:36]=3[N:35]=[C:34]([NH2:33])[C:43]=2[N:44]=1)=[O:7])[CH:3]([CH3:5])[CH3:4]. Procedure details: [4-Amino-1-(2-hydroxy-2-methylpropyl)-1H-imidazo[4,5-c]quinolin-2-yl]methyl L-valinate was prepared according to the general method used to prepare (4-amino-1-{4-{(methylsulfonyl)amino]butyl}-1H-imidazo[4,5-c]quinolin-2-yl)methyl L-valinate using 1-(4-amino-2-hydroxymethyl-1H-imidazo[4,5-c]quinolin-1-yl)-2-methylpropan-2-ol in lieu of N-[4-(4-amino-2-hydroxymethyl-1H-imidazo[4,5-c]quinolin-1-yl)butyl]methanesulfonamide. The product was provided as off-white needles, mp 190-192° C.; MS (ESI) m/z ... Starting materials: ClC1=NC=2C=CC=CC2C2=C1N=CN2CC2=CC(=NO2)C2=CC=C(C=C2)F (4-chloro-1-{[3-(4-fluorophenyl)isoxazol-5-yl]methyl}-1H-imidazo[4,5-c]quinoline), N (ammonia). The solvent is CO (methanol). Conditions: temperature 150 celsius. Product: FC1=CC=C(C=C1)C1=NOC(=C1)CN1C=NC=2C(=NC=3C=CC=CC3C21)N (1-{[3-(4-fluorophenyl)isoxazol-5-yl]methyl}-1H-imidazo[4,5-c]quinolin-4-amine). RXN SMILES: Cl[C:2]1[C:11]2[N:12]=[CH:13][N:14]([CH2:15][C:16]3[O:20][N:19]=[C:18]([C:21]4[CH:26]=[CH:25][C:24]([F:27])=[CH:23][CH:22]=4)[CH:17]=3)[C:10]=2[C:9]2[CH:8]=[CH:7][CH:6]=[CH:5][C:4]=2[N:3]=1.[NH3:28]>CO>[F:27][C:24]1[CH:25]=[CH:26][C:21]([C:18]2[CH:17]=[C:16]([CH2:15][N:14]3[C:10]4[C:9]5[CH:8]=[CH:7][CH:6]=[CH:5][C:4]=5[N:3]=[C:2]([NH2:28])[C:11]=4[N:12]=[CH:13]3)[O:20][N:19]=2)=[CH:22][CH:23]=1. Procedure: A mixture of 4-chloro-1-{[3-(4-fluorophenyl)isoxazol-5-yl]methyl}-1H-imidazo[4,5-c]quinoline (0.2322 g, 0.6130 mmol) and 7 N ammonia in methanol (10 mL) was sealed in a pressure vessel and heated at 150° C. for 22 hours and allowed to cool to room temperature. The volatiles were removed under reduced pressure, and the resulting orange solid was triturated with diethyl ether. The solid was then purified by column chromatography on silica gel (7 g, eluting with 10% to 20% CMA in chloroform), tritu... The reactants are COC(=O)c1ccc(B2OC(C)(C)C(C)(C)O2)cc1F, [Na+], [Na+], O=C([O-])[O-], C1COCCO1, Cl[Pd]Cl, Cc1ccc(S(=O)(=O)OC(=CC2CCOCC2)c2cc3cc(F)cnc3n2S(=O)(=O)c2ccccc2)cc1, c1ccc(P(c2ccccc2)c2ccccc2)cc1, c1ccc(P(c2ccccc2)c2ccccc2)cc1. Product: COC(=O)c1ccc(C(=CC2CCOCC2)c2cc3cc(F)cnc3n2S(=O)(=O)c2ccccc2)cc1F. As a reaction SMILES: [CH3:39][O:40][C:41]([c:42]1[c:43]([F:57])[cH:44][c:45]([B:48]2[O:49][C:50]([CH3:51])([CH3:52])[C:53]([CH3:54])([CH3:55])[O:56]2)[cH:46][cH:47]1)=[O:58].[Na+:59].[Na+:60].[O-:61][C:62](=[O:63])[O-:64].[O:65]1[CH2:66][CH2:67][O:68][CH2:69][CH2:70]1.[Pd:71]([Cl:72])[Cl:73].[c:1]1([S:7](=[O:8])(=[O:9])[n:10]2[c:11]([C:20](=[CH:21][CH:22]3[CH2:23][CH2:24][O:25][CH2:26][CH2:27]3)[O:28][S:29]([c:30]3[cH:31][cH:32][c:33]([CH3:34])[cH:35][cH:36]3)(=[O:37])=[O:38])[cH:12][c:13]3[c:14]2[n:15][cH:16][c:17]([F:19])[cH:18]3)[cH:2][cH:3][cH:4][cH:5][cH:6]1.[c:74]1([P:75]([c:76]2[cH:77][cH:78][cH:79][cH:80][cH:81]2)[c:82]2[cH:83][cH:84][cH:85][cH:86][cH:87]2)[cH:88][cH:89][cH:90][cH:91][cH:92]1.[c:93]1([P:94]([c:95]2[cH:96][cH:97][cH:98][cH:99][cH:100]2)[c:101]2[cH:102][cH:103][cH:104][cH:105][cH:106]2)[cH:107][cH:108][cH:109][cH:110][cH:111]1>>[c:1]1([S:7](=[O:8])(=[O:9])[n:10]2[c:11]([C:20](=[CH:21][CH:22]3[CH2:23][CH2:24][O:25][CH2:26][CH2:27]3)[c:45]3[cH:44][c:43]([F:57])[c:42]([C:41]([O:40][CH3:39])=[O:58])[cH:47][cH:46]3)[cH:12][c:13]3[c:14]2[n:15][cH:16][c:17]([F:19])[cH:18]3)[cH:2][cH:3][cH:4][cH:5][cH:6]1. Yields the product ClC=1C=C(C=CC1Cl)C(NC(=O)N1CC=2N=C(N=CC2CC1)NC1CCOCC1)C1=CN=CO1 (N-((3,4-dichlorophenyl)(oxazol-5-yl)methyl)-2-(tetrahydro-2H-pyran-4-ylamino)-5,6-dihydropyrido[3,4-d]pyrimidine-7(8H)-carboxamide). Run in C1CCOC1 (THF), O (water). Run at time 1 hour. RXN SMILES: Cl.[Cl:2][C:3]1[CH:4]=[C:5]([CH:10]([C:12]2[O:16][CH:15]=[N:14][CH:13]=2)[NH2:11])[CH:6]=[CH:7][C:8]=1[Cl:9].C(Cl)Cl.C1N=CN([C:25](N2C=NC=C2)=[O:26])C=1.[O:32]1[CH2:37][CH2:36][CH:35]([NH:38][C:39]2[N:40]=[CH:41][C:42]3[CH2:48][CH2:47][NH:46][CH2:45][C:43]=3[N:44]=2)[CH2:34][CH2:33]1>O.C1COCC1>[Cl:2][C:3]1[CH:4]=[C:5]([CH:10]([C:12]2[O:16][CH:15]=[N:14][CH:13]=2)[NH:11][C:25]([N:46]2[CH2:47][CH2:48][C:42]3[CH:41]=[N:40][C:39]([NH:38][CH:35]4[CH2:34][CH2:33][O:32][CH2:37][CH2:36]4)=[N:44][C:43]=3[CH2:45]2)=[O:26])[CH:6]=[CH:7][C:8]=1[Cl:9] |f:0.1|. Yield: 20.9%. Procedure: A solution of (3,4-dichlorophenyl)(oxazol-5-yl)methanamine hydrochloride (22, 183 mg, 0.779 mmol), TEA (326 μL, 2.34 mmol) and DCM (5 mL) was stirred at RT for 10 min. CDI (158 mg, 0.974 mmol) was added and the reaction was stirred at RT for 1 h. A solution of 28 (211 mg, 0.779 mmol), TEA (326 μL, 2.34 mmol) and THF (2 mL) was stirred for 10 min then added to the solution and the resulting mixture stirred for 2 h at RT. The reaction was poured into water, and extracted with DCM. The combined org... Reactants: Cl.ClC=1C=C(C=CC1Cl)C(N)C1=CN=CO1 ((3,4-dichlorophenyl)(oxazol-5-yl)methanamine hydrochloride), TEA, C(Cl)Cl (DCM), O1CCC(CC1)NC=1N=CC2=C(N1)CNCC2 (N-(tetrahydro-2H-pyran-4-yl)-5,6,7,8-tetrahydropyrido[3,4-d]pyrimidin-2-amine), TEA, C1=CN(C=N1)C(=O)N2C=CN=C2 (CDI). Reactants: Cc1ccccc1, [Cl-], ClC(Cl)Cl, N#Cc1ccc(Cl)nc1, [NH4+]. Yields the product N=C(N)c1ccc(Cl)nc1. As a reaction SMILES: [CH3:12][c:13]1[cH:14][cH:15][cH:16][cH:17][cH:18]1.[Cl-:1].[Cl:19][CH:20]([Cl:21])[Cl:22].[Cl:3][c:4]1[n:5][cH:6][c:7]([C:8]#[N:9])[cH:10][cH:11]1.[NH4+:2]>>[NH2:2][C:8]([c:7]1[cH:6][n:5][c:4]([Cl:3])[cH:11][cH:10]1)=[NH:9].